Dataset: the Open Reaction Database (ORD), a public repository of structured organic reaction records. Task: describe an organic reaction: reactants, conditions, products, and yield The reactants are CSc1nn2ccnc2s1, CC#N, O=C1CCC(=O)N1I, [Na+], [Na+], O=S([O-])([O-])=S. Yields the product CSc1nn2c(I)cnc2s1. As a reaction SMILES: [CH3:1][S:2][c:3]1[n:4][n:5]2[c:6]([s:7]1)[n:8][cH:9][cH:10]2.[CH3:26][C:27]#[N:28].[I:11][N:12]1[C:13](=[O:14])[CH2:15][CH2:16][C:17]1=[O:18].[Na+:24].[Na+:25].[S:19]([O-:20])([O-:21])(=[O:22])=[S:23]>>[CH3:1][S:2][c:3]1[n:4][n:5]2[c:6]([s:7]1)[n:8][cH:9][c:10]2[I:11]. The reactants are C(C)(=O)C1=CC=C(C(=O)O)C=C1 (4-Acetylbenzoic acid), O.C(C=O)(=O)O (glyoxalic acid monohydrate), CNN (Methyl hydrazine). Solvent: C(C)(=O)O (acetic acid). Conditions: temperature 40 celsius, time 2 hour. Product: CN1N=C(C=CC1=O)C1=CC=C(C(=O)O)C=C1 (4-(1-methyl-6-oxo-1,6-dihydro-pyridazin-3-yl)-benzoic acid). As a reaction SMILES: [C:1]([C:4]1[CH:12]=[CH:11][C:7]([C:8]([OH:10])=[O:9])=[CH:6][CH:5]=1)(=O)[CH3:2].O.[C:14]([OH:18])(=O)[CH:15]=O.[CH3:19][NH:20][NH2:21]>C(O)(=O)C>[CH3:19][N:20]1[C:14](=[O:18])[CH:15]=[CH:2][C:1]([C:4]2[CH:12]=[CH:11][C:7]([C:8]([OH:10])=[O:9])=[CH:6][CH:5]=2)=[N:21]1 |f:1.2|. Procedure details: 4-Acetylbenzoic acid (5.00 gram, 30.5 mmol) and 3.19 gram of glyoxalic acid monohydrate (34.7 mmol, 1.14 eq.) were stirred in 50 mL of acetic acid at 110° C. for 20 hours, and then cooled to 40° C. Solvent was removed with evaporator in vacuo. To the residue was added water (15 mL), and the mixture cooled with an ice bath. The resulting solution was titrated with ammonia solution until pH 9. Methyl hydrazine (3.00 mL 57.3 mmol, 1.88 eq.) was added, and the mixture was heated to reflux for 5 hour... Starting materials: FC(C(=O)O)(F)F (trifluoroacetic acid), N1CCOCC1 (Morpholine), BrCC(=O)N1CCN(CC1)C(=O)OC(C)(C)C (Tert-butyl 4-(bromoacetyl)piperazine-1-carboxylate), CCN(C(C)C)C(C)C (DIEA). Solvent: CN(C)C=O (DMF). Conditions: time 18 hour. The product is O=C(CN1CCOCC1)N1CCNCC1 (4-(2-Oxo-2-piperazin-1-ylethyl)morpholine). RXN SMILES: [NH:1]1[CH2:6][CH2:5][O:4][CH2:3][CH2:2]1.Br[CH2:8][C:9]([N:11]1[CH2:16][CH2:15][N:14](C(OC(C)(C)C)=O)[CH2:13][CH2:12]1)=[O:10].CCN(C(C)C)C(C)C.FC(F)(F)C(O)=O>CN(C=O)C>[O:10]=[C:9]([N:11]1[CH2:16][CH2:15][NH:14][CH2:13][CH2:12]1)[CH2:8][N:1]1[CH2:6][CH2:5][O:4][CH2:3][CH2:2]1. Procedure: Morpholine (0.22 g, 2.59 mmol), 42-1 (0.61 g, 1.99 mmol) and DIEA (0.33 g, 2.59 mmol) were dissolved in DMF (2 mL) and stirred for 18 hours at room temperature. The DMF was then removed under reduced pressure and the residue partitioned between water and methylene chloride. The methylene chloride was drawn off, dried and evaporated to a solid to afford 42-2. This recovered product was treated with neat trifluoroacetic acid and the excess trifluoroacetic acid evaporated off. The resulting residue... Starting materials: ClC=1C(=C(C=CC1)[C@H]1N(C[C@H]([C@]1(C#N)C1=C(C=C(C=C1)Cl)F)CC(C)(C)C)C(=O)NCCC(=O)O)F (rac-3-{[(2S,3S,4S)-2-(3-chloro-2-fluoro-phenyl)-3-(4-chloro-2-fluoro-phenyl)-3-cyano-4-(2,2-dimethyl-propyl)-pyrrolidine-1-carbonyl]-amino}-propionic acid), CN (methylamine). Yields the product CNC(=O)CCNC(=O)N1C(C(C(C1)CC(C)(C)C)(C#N)C1=C(C=C(C=C1)Cl)F)C1=C(C(=CC=C1)Cl)F (rac-(2S,3S,4S)-2-(3-chloro-2-fluoro-phenyl)-3-(4-chloro-2-fluoro-phenyl)-3-cyano-4-(2,2-dimethyl-propyl)-pyrrolidine-1-carboxylic acid (2-methylcarbamoyl-ethyl)-amide). Yield: 69.9%. RXN SMILES: [Cl:1][C:2]1[C:3]([F:36])=[C:4]([C@@H:8]2[C@:12]([C:15]3[CH:20]=[CH:19][C:18]([Cl:21])=[CH:17][C:16]=3[F:22])([C:13]#[N:14])[C@H:11]([CH2:23][C:24]([CH3:27])([CH3:26])[CH3:25])[CH2:10][N:9]2[C:28]([NH:30][CH2:31][CH2:32][C:33]([OH:35])=O)=[O:29])[CH:5]=[CH:6][CH:7]=1.[CH3:37][NH2:38]>>[CH3:37][NH:38][C:33]([CH2:32][CH2:31][NH:30][C:28]([N:9]1[CH2:10][CH:11]([CH2:23][C:24]([CH3:25])([CH3:27])[CH3:26])[C:12]([C:15]2[CH:20]=[CH:19][C:18]([Cl:21])=[CH:17][C:16]=2[F:22])([C:13]#[N:14])[CH:8]1[C:4]1[CH:5]=[CH:6][CH:7]=[C:2]([Cl:1])[C:3]=1[F:36])=[O:29])=[O:35]. Procedure: In a manner similar to the method described in Example 59, a mixture of rac-3-{[(2S,3S,4S)-2-(3-chloro-2-fluoro-phenyl)-3-(4-chloro-2-fluoro-phenyl)-3-cyano-4-(2,2-dimethyl-propyl)-pyrrolidine-1-carbonyl]-amino}-propionic acid (24 mg, 0.0446 mmole, example 73) was reacted with a solution of methylamine (0.05 mL, 2M in THF, 0.10 mmol, Aldrich) to give rac-(2S,3S,4S)-2-(3-chloro-2-fluoro-phenyl)-3-(4-chloro-2-fluoro-phenyl)-3-cyano-4-(2,2-dimethyl-propyl)-pyrrolidine-1-carboxylic acid (2-methylcar...